From a dataset of the Open Reaction Database (ORD), a public repository of structured organic reaction records. describe an organic reaction: reactants, conditions, products, and yield Procedure details: The title compound was prepared from (2-amino-4-pyrrol-1-yl-phenyl)-carbamic acid tert-butyl ester (Example J11) (137 mg, 0.5 mmol) and 3-[3-(6-methyl-pyrimidin-4-yl)-phenyl]-3-oxo-propionic acid tert-butyl ester (Example K41) (172 mg, 0.55 mmol) according to the general procedure M and subsequent treatment of the crude product according to the general procedure N. Obtained as a light yellow solid (40 mg). As a reaction SMILES: C(OC(=O)[NH:7][C:8]1[CH:13]=[CH:12][C:11]([N:14]2[CH:18]=[CH:17][CH:16]=[CH:15]2)=[CH:10][C:9]=1[NH2:19])(C)(C)C.C(O[C:26](=[O:43])[CH2:27][C:28]([C:30]1[CH:35]=[CH:34][CH:33]=[C:32]([C:36]2[CH:41]=[C:40]([CH3:42])[N:39]=[CH:38][N:37]=2)[CH:31]=1)=O)(C)(C)C>>[CH3:42][C:40]1[N:39]=[CH:38][N:37]=[C:36]([C:32]2[CH:31]=[C:30]([C:28]3[CH2:27][C:26](=[O:43])[NH:19][C:9]4[CH:10]=[C:11]([N:14]5[CH:18]=[CH:17][CH:16]=[CH:15]5)[CH:12]=[CH:13][C:8]=4[N:7]=3)[CH:35]=[CH:34][CH:33]=2)[CH:41]=1. Yields the product CC1=CC(=NC=N1)C=1C=C(C=CC1)C1=NC2=C(NC(C1)=O)C=C(C=C2)N2C=CC=C2 (4-[3-(6-Methyl-pyrimidin-4-yl)-phenyl]-8-pyrrol-1-yl-1,3-dihydro-benzo[b][1,4]diazepin-2-one), solid. Reactants: crude product, C(C)(C)(C)OC(NC1=C(C=C(C=C1)N1C=CC=C1)N)=O ((2-amino-4-pyrrol-1-yl-phenyl)-carbamic acid tert-butyl ester), C(C)(C)(C)OC(CC(=O)C1=CC(=CC=C1)C1=NC=NC(=C1)C)=O (3-[3-(6-methyl-pyrimidin-4-yl)-phenyl]-3-oxo-propionic acid tert-butyl ester). RXN SMILES: C(OC([N:8]1[CH2:12][C@@H:11]([NH:13][C:14]([O:16][CH2:17][CH:18]2[C:30]3[CH:29]=[CH:28][CH:27]=[CH:26][C:25]=3[C:24]3[C:19]2=[CH:20][CH:21]=[CH:22][CH:23]=3)=[O:15])[CH2:10][C@H:9]1[C:31]([O:33][CH2:34][C:35]1[CH:40]=[CH:39][CH:38]=[CH:37][CH:36]=1)=[O:32])=O)(C)(C)C.C(O)(C(F)(F)F)=O>C(Cl)Cl>[CH2:34]([O:33][C:31]([C@@H:9]1[CH2:10][C@H:11]([NH:13][C:14]([O:16][CH2:17][CH:18]2[C:30]3[CH:29]=[CH:28][CH:27]=[CH:26][C:25]=3[C:24]3[C:19]2=[CH:20][CH:21]=[CH:22][CH:23]=3)=[O:15])[CH2:12][NH:8]1)=[O:32])[C:35]1[CH:36]=[CH:37][CH:38]=[CH:39][CH:40]=1. The solvent is C(Cl)Cl (CH2Cl2). Yields the product C(C1=CC=CC=C1)OC(=O)[C@H]1NC[C@H](C1)NC(=O)OCC1C2=CC=CC=C2C=2C=CC=CC12 ((2S,4S)-4-(9H-fluoren-9-ylmethoxycarbonylamino)-pyrrolidine-2-carboxylic acid benzyl ester). The reactants are C(C)(C)(C)OC(=O)N1[C@@H](C[C@@H](C1)NC(=O)OCC1C2=CC=CC=C2C=2C=CC=CC12)C(=O)OCC1=CC=CC=C1 ((2S,4S)-4-(9H-fluoren-9-ylmethoxycarbonylamino)-pyrrolidine-1,2-dicarboxylic acid 2-benzyl ester 1-tert-butyl ester), C(=O)(C(F)(F)F)O (TFA). Reaction conditions: time 8 hour. Procedure: To a solution of (2S,4S)-4-(9H-fluoren-9-ylmethoxycarbonylamino)-pyrrolidine-1,2-dicarboxylic acid 2-benzyl ester 1-tert-butyl ester (7.3 g, 13.49 mmol) in CH2Cl2 (45 mL) was added TFA (5.1 mL, 67.5 mmol). The solution was stirred at RT overnight. The solvent was concentrated and the residue co-evaporated three times with CH2Cl2 to remove the excess of TFA. The crude residue was taken-up in diethylether and the resulting precipitate filtered-off to give the title compound as a white powder. MS (... The reactants are CC(=O)c1ccncc1, CO, Cl, NO. Product: CC(=NO)c1ccncc1. RXN SMILES: [C:4]([CH3:5])(=[O:6])[c:7]1[cH:8][cH:9][n:10][cH:11][cH:12]1.[CH3:13][OH:14].[ClH:1].[NH2:2][OH:3]>>[N:2]([OH:3])=[C:4]([CH3:5])[c:7]1[cH:8][cH:9][n:10][cH:11][cH:12]1. The reactants are C1=CC=CC=2SC3=CC=CC=C3NC12 (Phenothiazine), NC1=CC=C(C=C1)C(F)(F)F (4-aminobenzotrifluoride), II (I2). Solvent: CO (methanol), CO (MeOH). Run at temperature 45 celsius, time 3 hour. The product is FC(C1=CC=C(C=C1)N=C1C=CC2=NC3=CC=CC=C3SC2=C1)(F)F (3-(4'-trifluoromethylphenylimino)-3H-phenothiazine). Isolated yield 7.3%. RXN SMILES: [CH:1]1[C:14]2[NH:13][C:12]3[C:7](=[CH:8][CH:9]=[CH:10][CH:11]=3)[S:6][C:5]=2[CH:4]=[CH:3][CH:2]=1.[NH2:15][C:16]1[CH:21]=[CH:20][C:19]([C:22]([F:25])([F:24])[F:23])=[CH:18][CH:17]=1.II>CO>[F:23][C:22]([F:24])([F:25])[C:19]1[CH:18]=[CH:17][C:16]([N:15]=[C:3]2[CH:4]=[C:5]3[C:14](=[N:13][C:12]4[C:7]([S:6]3)=[CH:8][CH:9]=[CH:10][CH:11]=4)[CH:1]=[CH:2]2)=[CH:21][CH:20]=1. Reported procedure: Phenothiazine (2.0 g, 10 mmole) and 4-aminobenzotrifluoride (1.77 g, 11 mmole) were dissolved in methanol (MeOH) (100 mL) with warming to 45° C., treated with a solution of I2 (5.0 g, 19.4 mmole) in MeOH (80 mL) in one portion and allowed to stir for 3 h at 45° C. The reaction mixture was filtered and the collected solid was washed with MeOH (100 mL). The solid was dissolved in CHCl3 (60 mL) containing triethylamine (NEt3) (6 mL) then this solution was diluted with hexane (200 mL) and chilled in...